Dataset: the Open Reaction Database (ORD), a public repository of structured organic reaction records. Task: describe an organic reaction: reactants, conditions, products, and yield The reactants are CN1C2=C(CCCC1=O)C=C(C=C2)[N+](=O)[O-] (1-Methyl-7-nitro-1,3,4,5-tetrahydrobenzo[b]azepin-2-one), O.NN (hydrazine hydrate). Reagents/catalysts: [Pd] (palladium on carbon). As a reaction SMILES: [CH3:1][N:2]1[C:8](=[O:9])[CH2:7][CH2:6][CH2:5][C:4]2[CH:10]=[C:11]([N+:14]([O-])=O)[CH:12]=[CH:13][C:3]1=2.O.NN>C(O)C.[Pd]>[NH2:14][C:11]1[CH:12]=[CH:13][C:3]2[N:2]([CH3:1])[C:8](=[O:9])[CH2:7][CH2:6][CH2:5][C:4]=2[CH:10]=1 |f:1.2|. Procedure details: 1-Methyl-7-nitro-1,3,4,5-tetrahydrobenzo[b]azepin-2-one (185 mg, 0.84 mmol) was dissolved in ethanol (3.5 ml). 10% palladium on carbon (50 mg) and hydrazine hydrate (1 ml) were then added, and the mixture was heated to reflux for 2 hours. After cooling to room temperature, the mixture was then filtered through Celite and concentrated to give 7-Amino-1-methyl-1,3,4,5-tetrahydrobenzo[b]azepin-2-one as a clear oil, 166 mg. 1H NMR (400 MHz, DMSO-d6) δ 6.92-6.97 (m, 1H), 6.42-6.50 (m, 1H), 6.40 (s, 1... Run in C(C)O (ethanol). The product is NC1=CC2=C(N(C(CCC2)=O)C)C=C1 (7-Amino-1-methyl-1,3,4,5-tetrahydrobenzo[b]azepin-2-one).